Dataset: the Open Reaction Database (ORD), a public repository of structured organic reaction records. Task: describe an organic reaction: reactants, conditions, products, and yield Reactants: ClCC(=O)C1C(C2CCC(C1=O)C2)=O (3-(2-chloro-acetyl)bicyclo[3.2.1]octane-2,4-dione), ClC1=CC=C(C(=S)N)C=C1 (4-chloro-thiobenzamide). Run in C1(=CC=CC=C1)C (toluene). Product: ClC1=CC=C(C=C1)C=1SC=C(N1)C1C(C2CCC(C1=O)C2)=O (3-[2-(4-chloro-phenyl)thiazol-4-yl]bicyclo[3.2.1]octane-2,4-dione). The yield is 53.3%. As a reaction SMILES: Cl[CH2:2][C:3]([CH:5]1[C:11](=[O:12])[CH:10]2[CH2:13][CH:7]([CH2:8][CH2:9]2)[C:6]1=[O:14])=O.[Cl:15][C:16]1[CH:24]=[CH:23][C:19]([C:20]([NH2:22])=[S:21])=[CH:18][CH:17]=1>C1(C)C=CC=CC=1>[Cl:15][C:16]1[CH:24]=[CH:23][C:19]([C:20]2[S:21][CH:2]=[C:3]([CH:5]3[C:11](=[O:12])[CH:10]4[CH2:13][CH:7]([CH2:8][CH2:9]4)[C:6]3=[O:14])[N:22]=2)=[CH:18][CH:17]=1. Procedure details: 3-(2-chloro-acetyl)bicyclo[3.2.1]octane-2,4-dione (3.16 g, 14.7 mmol) and 4-chloro-thiobenzamide (2.53 g, 14.7 mmol) are mixed together in toluene (50 ml) and heated under reflux overnight. Therefore, the reaction mixture was evaporated to a black gum and the gum was absorbed onto silica and purified by flash chromatography eluting with a gradient of hexane/ethyl acetate to give 3-[2-(4-chloro-phenyl)thiazol-4-yl]bicyclo[3.2.1]octane-2,4-dione (2.6 g). The reactants are C[O-].[Na+] (sodium methoxide), COC1=C(C2=C(C=CCO2)C(=C1)C=O)OC (7,8-dimethoxy-5-formyl-2H-1-benzopyran), C(C)OCCC#N (3-ethoxypropanenitrile). The solvent is CO (methanol), O (water), C(C)OCC (ethylether). Product: COC1=C(C2=C(C=CCO2)C(=C1)C=C(C#N)COC)OC (3-(7,8-Dimethoxy-2H-1-benzopyran-5-yl)-2-methoxymethylpropenenitrile). Yield: 73.6%. RXN SMILES: C[O-].[Na+].[CH3:4][O:5][C:6]1[CH:15]=[C:14]([CH:16]=O)[C:9]2[CH:10]=[CH:11][CH2:12][O:13][C:8]=2[C:7]=1[O:18][CH3:19].[CH2:20]([O:22][CH2:23][CH2:24][C:25]#[N:26])C>CO.O.C(OCC)C>[CH3:4][O:5][C:6]1[CH:15]=[C:14]([CH:16]=[C:24]([CH2:23][O:22][CH3:20])[C:25]#[N:26])[C:9]2[CH:10]=[CH:11][CH2:12][O:13][C:8]=2[C:7]=1[O:18][CH3:19] |f:0.1|. Procedure details: A mixture of sodium methoxide (7.02 g, 0.13 mole), 7,8-dimethoxy-5-formyl-2H-1-benzopyran (57 g, 0.26 mole) and 3-ethoxypropanenitrile (28.35 g, 0.286 mole) in methanol (150 mL) was heated at reflux for 4 hr, allowed to cool and diluted with water (150 mL) and ethylether (500 mL). The layers were separated and the ether portion was washed with water (3×250 mL and 1×100 mL) and dried over magnesium sulfate. The ether solution was concentrated to give 55 g (73%) of an amber oil which was used with... Starting materials: BrC1=CC=2C(=NC=C(N2)CCC2=CC(=CC(=C2)OC)OC)N1 (6-bromo-2-[2-(3,5-dimethoxyphenyl)ethyl]-5H-pyrrolo[2,3-b]pyrazine), CN1N=CC2=CC(=CC=C12)B1OC(C(O1)(C)C)(C)C (1-methyl-5-(4,4,5,5-tetramethyl-1,3,2-dioxaborolan-2-yl)-1H-indazole). Product: COC=1C=C(CCC=2N=C3C(=NC2)NC(=C3)C=3C=C2C=NN(C2=CC3)C)C=C(C1)OC (2-(3,5-Dimethoxyphenethyl)-6-(1-methyl-1H-indazol-5-yl)-5H-pyrrolo[2,3-b]pyrazine). Reaction SMILES: Br[C:2]1[NH:22][C:5]2=[N:6][CH:7]=[C:8]([CH2:10][CH2:11][C:12]3[CH:17]=[C:16]([O:18][CH3:19])[CH:15]=[C:14]([O:20][CH3:21])[CH:13]=3)[N:9]=[C:4]2[CH:3]=1.[CH3:23][N:24]1[C:32]2[C:27](=[CH:28][C:29](B3OC(C)(C)C(C)(C)O3)=[CH:30][CH:31]=2)[CH:26]=[N:25]1>>[CH3:21][O:20][C:14]1[CH:13]=[C:12]([CH:17]=[C:16]([O:18][CH3:19])[CH:15]=1)[CH2:11][CH2:10][C:8]1[N:9]=[C:4]2[CH:3]=[C:2]([C:29]3[CH:28]=[C:27]4[C:32](=[CH:31][CH:30]=3)[N:24]([CH3:23])[N:25]=[CH:26]4)[NH:22][C:5]2=[N:6][CH:7]=1. Procedure: The compound was prepared by using procedures analogous to those described for the synthesis of Example 53, Step 2 starting from 6-bromo-2-[2-(3,5-dimethoxyphenyl)ethyl]-5H-pyrrolo[2,3-b]pyrazine and 1-methyl-5-(4,4,5,5-tetramethyl-1,3,2-dioxaborolan-2-yl)-1H-indazole (from Combi-Blocks). LCMS calculated for C24H24N5O2(M+H)+: m/z=414.2. Found 414.2. The reactants are CCN=C=NCCCN(C)C, Clc1ccc(CN2CCNCC2)c(Cl)c1, ClCCl, Cl, O=C(O)CN1CCCC(c2ccccc2)C1=O. Product: O=C(CN1CCCC(c2ccccc2)C1=O)N1CCN(Cc2ccc(Cl)cc2Cl)CC1. Reaction SMILES: [CH2:34]([N:35]=[C:36]=[N:37][CH2:38][CH2:39][CH2:40][N:41]([CH3:42])[CH3:43])[CH3:44].[Cl:18][c:19]1[c:20]([CH2:21][N:22]2[CH2:23][CH2:24][NH:25][CH2:26][CH2:27]2)[cH:28][cH:29][c:30]([Cl:32])[cH:31]1.[Cl:45][CH2:46][Cl:47].[ClH:33].[O:1]=[C:2]1[N:3]([CH2:14][C:15](=[O:16])[OH:17])[CH2:4][CH2:5][CH2:6][CH:7]1[c:8]1[cH:9][cH:10][cH:11][cH:12][cH:13]1>>[O:1]=[C:2]1[N:3]([CH2:14][C:15](=[O:17])[N:25]2[CH2:24][CH2:23][N:22]([CH2:21][c:20]3[c:19]([Cl:18])[cH:31][c:30]([Cl:32])[cH:29][cH:28]3)[CH2:27][CH2:26]2)[CH2:4][CH2:5][CH2:6][CH:7]1[c:8]1[cH:9][cH:10][cH:11][cH:12][cH:13]1. Procedure: Beginning with (6-fluoroindol-3-yl)acetamide and (6,6-dimethyl-8-fluoro-5,6-dihydro-4H-pyrrolo[3,2,1-ij]quinolin-1-yl)oxoacetic acid methyl ester, the title compound was prepared essentially as described in Example 1. Reaction SMILES: [F:1][C:2]1[CH:10]=[C:9]2[C:5]([C:6]([CH2:11][C:12]([NH2:14])=[O:13])=[CH:7][NH:8]2)=[CH:4][CH:3]=1.C[O:16][C:17](=O)[C:18]([C:20]1[C:30]2=[C:31]3[C:26](=[CH:27][C:28]([F:32])=[CH:29]2)[C:25]([CH3:34])([CH3:33])[CH2:24][CH2:23][N:22]3[CH:21]=1)=O>>[CH3:33][C:25]1([CH3:34])[C:26]2[C:31]3=[C:30]([C:20]([C:18]4[C:17](=[O:16])[NH:14][C:12](=[O:13])[C:11]=4[C:6]4[C:5]5[C:9](=[CH:10][C:2]([F:1])=[CH:3][CH:4]=5)[NH:8][CH:7]=4)=[CH:21][N:22]3[CH2:23][CH2:24]1)[CH:29]=[C:28]([F:32])[CH:27]=2. Yields the product CC1(CCN2C3=C(C=C(C=C13)F)C(=C2)C=2C(NC(C2C2=CNC1=CC(=CC=C21)F)=O)=O)C (3-(6,6-dimethyl-8-fluoro-5,6-dihydro-4H-pyrrolo[3,2,1-ij]quinolin-1-yl)-4-(6-fluoro-1H-indol-3-yl)pyrrole-2,5-dione). Reactants: FC1=CC=C2C(=CNC2=C1)CC(=O)N ((6-fluoroindol-3-yl)acetamide), COC(C(=O)C1=CN2CCC(C3=CC(=CC1=C23)F)(C)C)=O ((6,6-dimethyl-8-fluoro-5,6-dihydro-4H-pyrrolo[3,2,1-ij]quinolin-1-yl)oxoacetic acid methyl ester). Reactants: COC(CC1=CC=C(C=C1)C1=C2C(=NNC2=CC=C1)N)=O (methyl[4-(3-amino-1H-indazol-4-yl)phenyl]acetate), Cl (HCl). The solvent is CO (methanol). Yields the product NC1=NNC2=CC=CC(=C12)C1=CC=C(C=C1)CC(=O)O ([4-(3-amino-1H-indazol-4-yl)phenyl]acetic Acid). The yield is 81.2%. Reaction SMILES: C[O:2][C:3](=[O:21])[CH2:4][C:5]1[CH:10]=[CH:9][C:8]([C:11]2[CH:19]=[CH:18][CH:17]=[C:16]3[C:12]=2[C:13]([NH2:20])=[N:14][NH:15]3)=[CH:7][CH:6]=1.Cl>CO>[NH2:20][C:13]1[C:12]2[C:16](=[CH:17][CH:18]=[CH:19][C:11]=2[C:8]2[CH:9]=[CH:10][C:5]([CH2:4][C:3]([OH:21])=[O:2])=[CH:6][CH:7]=2)[NH:15][N:14]=1. Procedure details: A solution of Example 53A (140 mg) in 1:1 methanol/10% NaOH (1 mL) was stirred at room temperature for 2 hours and adjusted to pH 3 with 10% HCl. The resulting precipitate was collected by filtration to provide 108 mg of the desired product. MS (ESI(+)) m/e 268 (M+H)+. Starting materials: FC1=CC=C(COC2=C(C=C(C(=O)N3CCN(CC3)CC(C)C)C=C2)CC(C)C)C=C1 (1-[4-(4-fluorobenzyloxy)-3-isobutylbenzoyl]-4-isobutylpiperazine), C(C(=O)O)(=O)O (oxalic acid). The solvent is C(C)OCC (diethyl ether), C(C)OCC (diethyl ether). Reaction conditions: time 10 minute. Yields the product C(C(=O)O)(=O)O.FC1=CC=C(COC2=C(C=C(C(=O)N3CCN(CC3)CC(C)C)C=C2)CC(C)C)C=C1 (1-[4-(4-fluorobenzyloxy)-3-isobutylbenzoyl]-4-isobutylpiperazine oxalate). Isolated yield 76.0%. RXN SMILES: [F:1][C:2]1[CH:31]=[CH:30][C:5]([CH2:6][O:7][C:8]2[CH:25]=[CH:24][C:11]([C:12]([N:14]3[CH2:19][CH2:18][N:17]([CH2:20][CH:21]([CH3:23])[CH3:22])[CH2:16][CH2:15]3)=[O:13])=[CH:10][C:9]=2[CH2:26][CH:27]([CH3:29])[CH3:28])=[CH:4][CH:3]=1.[C:32]([OH:37])(=[O:36])[C:33]([OH:35])=[O:34]>C(OCC)C>[C:32]([OH:37])(=[O:36])[C:33]([OH:35])=[O:34].[F:1][C:2]1[CH:3]=[CH:4][C:5]([CH2:6][O:7][C:8]2[CH:25]=[CH:24][C:11]([C:12]([N:14]3[CH2:19][CH2:18][N:17]([CH2:20][CH:21]([CH3:22])[CH3:23])[CH2:16][CH2:15]3)=[O:13])=[CH:10][C:9]=2[CH2:26][CH:27]([CH3:29])[CH3:28])=[CH:30][CH:31]=1 |f:3.4|. Reported procedure: 1-[4-(4-fluorobenzyloxy)-3-isobutylbenzoyl]-4-isobutylpiperazine (1.01 g) was dissolved in diethyl ether (10 ml) and then 10 ml of a diethyl ether solution containing oxalic acid (0.4 g) was added thereto. After this mixture was stirred for 10 minutes at room temperature, the resulting crystals were collected by filtration and then recrystallized (from n-hexane/ethanol), thereby yielding 0.93 g of the aimed compound. RXN SMILES: [F:1][C:2]1[CH:3]=[C:4]([NH2:12])[C:5](=[CH:9][C:10]=1[F:11])[C:6]([OH:8])=O.[CH2:13]([N:20]([CH2:22][C:23]1[CH:28]=[CH:27][CH:26]=[CH:25][CH:24]=1)[NH2:21])[C:14]1[CH:19]=[CH:18][CH:17]=[CH:16][CH:15]=1.Cl.C(N=C=NCCCN(C)C)C>C(Cl)Cl>[CH2:22]([N:20]([CH2:13][C:14]1[CH:19]=[CH:18][CH:17]=[CH:16][CH:15]=1)[NH:21][C:6](=[O:8])[C:5]1[CH:9]=[C:10]([F:11])[C:2]([F:1])=[CH:3][C:4]=1[NH2:12])[C:23]1[CH:24]=[CH:25][CH:26]=[CH:27][CH:28]=1 |f:2.3|. Run in C(Cl)Cl (methylene chloride). Starting materials: FC=1C=C(C(C(=O)O)=CC1F)N (4,5-Difluoroanthranilic acid), C(C1=CC=CC=C1)N(N)CC1=CC=CC=C1 (N,N-dibenzylhydrazine), Cl.C(C)N=C=NCCCN(C)C (1-ethyl-3-(3-dimethylaminopropyl)carbodiimide hydrochloride). Procedure: 4,5-Difluoroanthranilic acid (4.73 g, 27.3 mmol) and N,N-dibenzylhydrazine (8.69 g, 42 mmol) are combined in 200 mL of methylene chloride. 1-ethyl-3-(3-dimethylaminopropyl)carbodiimide hydrochloride (EDAC) (7.85 g, 41 mmol) is then added to this solution, and the mixture is stirred for 18 hours at 25° C., The solution is washed with saturated NaHCO3, brine, and dried over magnesium sulfate. The solution is concentrated to give 15.8 g of a dark oil and purified via chromatography (SiO2, CHCl3) to... The product is C(C1=CC=CC=C1)N(NC(C1=C(C=C(C(=C1)F)F)N)=O)CC1=CC=CC=C1 (2-Amino-4,5-difluorobenzoic acid, 2,2-dibenzylhydrazide). Run at temperature 25 celsius, time 18 hour. The yield is 157.5%. Reactants: Cl (HCl), C(#N)C(=CNC(N1C(NC(C1)(C)C)=O)=N)C(N(C1=CC(=CC=C1)C(F)(F)F)CC1CC1)=O (1-cyano-1-[N-cyclopropylmethyl-N-(3-trifluoromethylphenyl)carbamoyl]-2-[imino(4,4-dimethyl-2-oxo-1-imidazolidinyl)methylamino]ethene). Run in O (water). Reaction conditions: time 10 minute. Product: Cl.C(#N)C(=CNC(N1C(NC(C1)(C)C)=O)=N)C(N(C1=CC(=CC=C1)C(F)(F)F)CC1CC1)=O (1-cyano-1-[N-cyclopropylmethyl-N-(3-trifluoromethylphenyl)carbamoyl]-2-[imino(4,4-dimethyl-2-oxo-1-imidazolidinyl)methylamino]ethene hydrochloride). The yield is 94.9%. As a reaction SMILES: [ClH:1].[C:2]([C:4]([C:17](=[O:33])[N:18]([CH2:29][CH:30]1[CH2:32][CH2:31]1)[C:19]1[CH:24]=[CH:23][CH:22]=[C:21]([C:25]([F:28])([F:27])[F:26])[CH:20]=1)=[CH:5][NH:6][C:7](=[NH:16])[N:8]1[CH2:12][C:11]([CH3:14])([CH3:13])[NH:10][C:9]1=[O:15])#[N:3]>O>[ClH:1].[C:2]([C:4]([C:17](=[O:33])[N:18]([CH2:29][CH:30]1[CH2:32][CH2:31]1)[C:19]1[CH:24]=[CH:23][CH:22]=[C:21]([C:25]([F:28])([F:27])[F:26])[CH:20]=1)=[CH:5][NH:6][C:7](=[NH:16])[N:8]1[CH2:12][C:11]([CH3:14])([CH3:13])[NH:10][C:9]1=[O:15])#[N:3] |f:3.4|. Reported procedure: 0.5 ml of 2N HCl was added to a suspension of 449 mg (1 mmol) of the compound II obtained as in Example 85 in 2.5 ml of water at room temperature, and the mixture was stirred at room temperature for 10 minutes and while cooling in ice for 40 minutes and then filtered with suction. The crystals were dried over P4O10 in vacuo (6-8 mbar) at 23°-25° for 28 hours. 0.46 g (94.9% yield) of 1-cyano-1-[N-cyclopropylmethyl-N-(3-trifluoromethylphenyl)carbamoyl]-2-[imino(4,4-dimethyl-2-oxo-1-imidazolidinyl)...